Dataset: the Open Reaction Database (ORD), a public repository of structured organic reaction records. Task: describe an organic reaction: reactants, conditions, products, and yield Reactants: CON, Cl, CC(=O)c1ccc(OCCCc2c[nH]cn2)cc1. Yields the product CON=C(C)c1ccc(OCCCc2c[nH]cn2)cc1. Reaction SMILES: [CH3:20][O:21][NH2:22].[ClH:19].[nH:1]1[cH:2][n:3][c:4]([CH2:6][CH2:7][CH2:8][O:9][c:10]2[cH:11][cH:12][c:13]([C:16]([CH3:17])=[O:18])[cH:14][cH:15]2)[cH:5]1>>[nH:1]1[cH:2][n:3][c:4]([CH2:6][CH2:7][CH2:8][O:9][c:10]2[cH:11][cH:12][c:13]([C:16]([CH3:17])=[N:22][O:21][CH3:20])[cH:14][cH:15]2)[cH:5]1. The reactants are C1(CCCCC1)N=C=NC1CCCCC1 (dicyclohexylcarbodiimide), FC1=CC=C(C=C1)C1CC(N(C1)CC(=O)O)=O (2-[4-(p-fluorophenyl)-2-oxopyrrolidin-1-yl]-acetic acid), ON1C(CCC1=O)=O (N-hydroxysuccinimide). The product is FC1=CC=C(C=C1)C1CC(N(C1)CC(=O)ON1C(CCC1=O)=O)=O (N-[4-(p-fluorophenyl)-2-oxopyrrolidin-1-ylacetoxy]-succinimide). Reaction conditions: time 16 hour. Reaction SMILES: C1(N=C=NC2CCCCC2)CCCCC1.[F:16][C:17]1[CH:22]=[CH:21][C:20]([CH:23]2[CH2:27][N:26]([CH2:28][C:29]([OH:31])=[O:30])[C:25](=[O:32])[CH2:24]2)=[CH:19][CH:18]=1.O[N:34]1[C:38](=[O:39])[CH2:37][CH2:36][C:35]1=[O:40]>O1CCOCC1>[F:16][C:17]1[CH:18]=[CH:19][C:20]([CH:23]2[CH2:27][N:26]([CH2:28][C:29]([O:31][N:34]3[C:38](=[O:39])[CH2:37][CH2:36][C:35]3=[O:40])=[O:30])[C:25](=[O:32])[CH2:24]2)=[CH:21][CH:22]=1. Procedure details: A total of 31.5 g (150 mmol) of dicyclohexylcarbodiimide is added in portions to a solution of 35.6 g (150 mmol) of 2-[4-(p-fluorophenyl)-2-oxopyrrolidin-1-yl]-acetic acid and 17.2 g (150 mmol) of N-hydroxysuccinimide in 570 ml of dioxan, during which operation the temperature of the reaction mixture should be maintained below 30° by cooling in an ice bath. When the exothermic reaction has ceased, the reaction mixture is stirred for 16 hours at room temperature, the precipitated dicyclohexylurea... Run in O1CCOCC1 (dioxan). Starting materials: S(=S)(=O)([O-])[O-].[Na+].[Na+] (sodium thiosulfate), [H-].CC=1C(=NC=CC1OCC(F)(F)F)CSC=1NC2=C(N1)C=CC=C2 (2-[[3-methyl-4-(2,2,2-trifluoroethoxy)-pyridin-2-yl]methylthio]benzimidazole monohydride), OO (hydrogen peroxide). The reagents and catalysts are [V+4].C(C)(=O)CC(C)=O (acetylacetone vanadium(IV)). The solvent is C(C)O (ethanol). Conditions: temperature 65 celsius, time 10 minute. Product: O.CC=1C(=NC=CC1OCC(F)(F)F)CS(=O)C=1NC2=C(N1)C=CC=C2 (2-[[3-methyl-4-(2,2,2-trifluoroethoxy)pyridin-2-yl]methylsulfinyl]-benzimidazole monohydrate), monoethanolate. As a reaction SMILES: [H-].[CH3:2][C:3]1[C:4]([CH2:15][S:16][C:17]2[NH:18][C:19]3[CH:25]=[CH:24][CH:23]=[CH:22][C:20]=3[N:21]=2)=[N:5][CH:6]=[CH:7][C:8]=1[O:9][CH2:10][C:11]([F:14])([F:13])[F:12].OO.S([O-])([O-])(=[O:30])=S.[Na+].[Na+]>[V+4].C(CC(=O)C)(=O)C.C(O)C>[OH2:9].[CH3:2][C:3]1[C:4]([CH2:15][S:16]([C:17]2[NH:21][C:20]3[CH:22]=[CH:23][CH:24]=[CH:25][C:19]=3[N:18]=2)=[O:30])=[N:5][CH:6]=[CH:7][C:8]=1[O:9][CH2:10][C:11]([F:13])([F:12])[F:14] |f:0.1,3.4.5,6.7,9.10|. Procedure details: Forty mg. of acetylacetone vanadium(IV) was dissolved in 150 ml. of ethanol, followed by addition of 20.0 g. of 2-[[3-methyl-4-(2,2,2-trifluoroethoxy)-pyridin-2-yl]methylthio]benzimidazole monohydride and further dropwise addition of 6.14 g. of 35% aqueous hydrogen peroxide solution at 20 to 25° C. The mixture was allowed to react at the same tempertaure for about 5 hours. After completion of the reaction, aqueous solution of sodium thiosulfate(2.7 g./16 ml.) was added, followed by vigorous stir... The reactants are O=S(=O)(CCCN1CCCC1)c1ccc(Br)cc1, O=C([O-])[O-], O=C(C=Cc1ccccc1)C=Cc1ccccc1, O=C(C=Cc1ccccc1)C=Cc1ccccc1, O=C(C=Cc1ccccc1)C=Cc1ccccc1, COc1ccc(Cl)c(-c2cc(C)c3nc(N)nnc3c2)c1, ClCCl, [Cs+], [Cs+], [Pd], [Pd], CC1(C)c2cccc(P(c3ccccc3)c3ccccc3)c2Oc2c(P(c3ccccc3)c3ccccc3)cccc21. The product is COc1ccc(Cl)c(-c2cc(C)c3nc(Nc4ccc(S(=O)(=O)CCCN5CCCC5)cc4)nnc3c2)c1. RXN SMILES: [Br:22][c:23]1[cH:24][cH:25][c:26]([S:29](=[O:30])(=[O:31])[CH2:32][CH2:33][CH2:34][N:35]2[CH2:36][CH2:37][CH2:38][CH2:39]2)[cH:27][cH:28]1.[C:40](=[O:41])([O-:42])[O-:43].[CH:111](=[CH:112][C:113]([CH:114]=[CH:115][c:116]1[cH:117][cH:118][cH:119][cH:120][cH:121]1)=[O:122])[c:123]1[cH:124][cH:125][cH:126][cH:127][cH:128]1.[CH:129](=[CH:130][C:131]([CH:132]=[CH:133][c:134]1[cH:135][cH:136][cH:137][cH:138][cH:139]1)=[O:140])[c:141]1[cH:142][cH:143][cH:144][cH:145][cH:146]1.[CH:93](=[CH:94][C:95]([CH:96]=[CH:97][c:98]1[cH:99][cH:100][cH:101][cH:102][cH:103]1)=[O:104])[c:105]1[cH:106][cH:107][cH:108][cH:109][cH:110]1.[Cl:1][c:2]1[c:3](-[c:10]2[cH:11][c:12]3[c:13]([n:14][c:15]([NH2:18])[n:16][n:17]3)[c:19]([CH3:21])[cH:20]2)[cH:4][c:5]([O:8][CH3:9])[cH:6][cH:7]1.[Cl:88][CH2:89][Cl:90].[Cs+:44].[Cs+:45].[Pd:91].[Pd:92].[c:46]1([P:47]([c:48]2[cH:49][cH:50][cH:51][cH:52][cH:53]2)[c:54]2[c:55]3[c:79]([cH:80][cH:81][cH:82]2)[C:76]([CH3:77])([CH3:78])[c:58]2[c:57]([c:62]([P:63]([c:64]4[cH:65][cH:66][cH:67][cH:68][cH:69]4)[c:70]4[cH:71][cH:72][cH:73][cH:74][cH:75]4)[cH:61][cH:60][cH:59]2)[O:56]3)[cH:83][cH:84][cH:85][cH:86][cH:87]1>>[Cl:1][c:2]1[c:3](-[c:10]2[cH:11][c:12]3[c:13]([n:14][c:15]([NH:18][c:23]4[cH:24][cH:25][c:26]([S:29](=[O:30])(=[O:31])[CH2:32][CH2:33][CH2:34][N:35]5[CH2:36][CH2:37][CH2:38][CH2:39]5)[cH:27][cH:28]4)[n:16][n:17]3)[c:19]([CH3:21])[cH:20]2)[cH:4][c:5]([O:8][CH3:9])[cH:6][cH:7]1. Reactants: [Cl-], O=[N+]([O-])c1cccc(-c2nn(CCF)cc2-c2ccncc2)c1, [NH4+], C1COCCO1, O, [Zn]. Product: Nc1cccc(-c2nn(CCF)cc2-c2ccncc2)c1. Reaction SMILES: [Cl-:24].[F:1][CH2:2][CH2:3][n:4]1[n:5][c:6](-[c:15]2[cH:16][c:17]([N+:21]([O-:22])=[O:23])[cH:18][cH:19][cH:20]2)[c:7](-[c:9]2[cH:10][cH:11][n:12][cH:13][cH:14]2)[cH:8]1.[NH4+:25].[O:28]1[CH2:29][CH2:30][O:31][CH2:32][CH2:33]1.[OH2:27].[Zn:26]>>[F:1][CH2:2][CH2:3][n:4]1[n:5][c:6](-[c:15]2[cH:16][c:17]([NH2:21])[cH:18][cH:19][cH:20]2)[c:7](-[c:9]2[cH:10][cH:11][n:12][cH:13][cH:14]2)[cH:8]1. Starting materials: CCN(C(C)C)C(C)C, ClCCl, FC(F)(F)c1ccc(C2NCCc3ccccc32)cc1, CC(C)N=C=O. Product: CC(C)NC(=O)N1CCc2ccccc2C1c1ccc(C(F)(F)F)cc1. Reaction SMILES: [CH:21]([N:22]([CH2:23][CH3:24])[CH:25]([CH3:26])[CH3:27])([CH3:28])[CH3:29].[Cl:36][CH2:37][Cl:38].[F:1][C:2]([c:3]1[cH:4][cH:5][c:6]([CH:9]2[NH:10][CH2:11][CH2:12][c:13]3[cH:14][cH:15][cH:16][cH:17][c:18]32)[cH:7][cH:8]1)([F:19])[F:20].[N:30](=[C:31]=[O:32])[CH:33]([CH3:34])[CH3:35]>>[F:1][C:2]([c:3]1[cH:4][cH:5][c:6]([CH:9]2[N:10]([C:31]([NH:30][CH:33]([CH3:34])[CH3:35])=[O:32])[CH2:11][CH2:12][c:13]3[cH:14][cH:15][cH:16][cH:17][c:18]32)[cH:7][cH:8]1)([F:19])[F:20]. Starting materials: Cc1nc(NC(=O)c2c(F)cccc2F)sc1-c1ccnc(Br)c1, CCO, [H][H]. Yields the product Br, Cc1nc(NC(=O)c2c(F)cccc2F)sc1-c1ccncc1. RXN SMILES: [Br:1][c:2]1[n:3][cH:4][cH:5][c:6](-[c:8]2[c:9]([CH3:24])[n:10][c:11]([NH:13][C:14]([c:15]3[c:16]([F:22])[cH:17][cH:18][cH:19][c:20]3[F:21])=[O:23])[s:12]2)[cH:7]1.[CH3:27][CH2:28][OH:29].[H:25][H:26]>>[BrH:1].[cH:2]1[n:3][cH:4][cH:5][c:6](-[c:8]2[c:9]([CH3:24])[n:10][c:11]([NH:13][C:14]([c:15]3[c:16]([F:22])[cH:17][cH:18][cH:19][c:20]3[F:21])=[O:23])[s:12]2)[cH:7]1. Reactants: BrC=1N=C(SC1)[C@@]12NOC[C@@H]1C[C@@H](OC2)C ((3aR,5S,7aR)-7a-(4-bromo-1,3-thiazol-2-yl)-5-methylhexahydro-1H-pyrano[3,4-c][1,2]oxazole), C(N)(OC(C)(C)C)=O (tert-butyl carbamate), P(=O)([O-])([O-])[O-].[K+].[K+].[K+] (potassium phosphate), C(C)(C)(C)P(C1=C(C=CC=C1)C1=C(C=C(C=C1C(C)C)C(C)C)C(C)C)C(C)(C)C (di-tert-butyl[2′,4′,6′-tri(propan-2-yl)biphenyl-2-yl]phosphane), BrC=1N=C(SC1)[C@@]12NOC[C@@H]1C[C@@H](OC2)C ((3aR,5S,7aR)-7a-(4-bromo-1,3-thiazol-2-yl)-5-methylhexahydro-1H-pyrano[3,4-c][1,2]oxazole). The reagents and catalysts are C=1C=CC(=CC1)/C=C/C(=O)/C=C/C2=CC=CC=C2.C=1C=CC(=CC1)/C=C/C(=O)/C=C/C2=CC=CC=C2.C=1C=CC(=CC1)/C=C/C(=O)/C=C/C2=CC=CC=C2.[Pd].[Pd] (tris(dibenzylideneacetone)dipalladium(0)), [Pd] (Pd). Run in C1(=CC=CC=C1)C (toluene). Conditions: temperature 100 celsius. The product is C[C@H]1C[C@@H]2[C@@](NOC2)(CO1)C=1SC=C(N1)NC(OC(C)(C)C)=O (tert-butyl {2-[(3aR,5S,7aR)-5-methyltetrahydro-1H-pyrano[3,4-c][1,2]oxazol-7a(7H)-yl]-1,3-thiazol-4-yl}carbamate). Reaction SMILES: Br[C:2]1[N:3]=[C:4]([C@:7]23[CH2:15][O:14][C@@H:13]([CH3:16])[CH2:12][C@H:11]2[CH2:10][O:9][NH:8]3)[S:5][CH:6]=1.[C:17](=[O:24])([O:19][C:20]([CH3:23])([CH3:22])[CH3:21])[NH2:18].P([O-])([O-])([O-])=O.[K+].[K+].[K+].C(P(C(C)(C)C)C1C=CC=CC=1C1C(C(C)C)=CC(C(C)C)=CC=1C(C)C)(C)(C)C>C1C=CC(/C=C/C(/C=C/C2C=CC=CC=2)=O)=CC=1.C1C=CC(/C=C/C(/C=C/C2C=CC=CC=2)=O)=CC=1.C1C=CC(/C=C/C(/C=C/C2C=CC=CC=2)=O)=CC=1.[Pd].[Pd].[Pd].C1(C)C=CC=CC=1>[CH3:16][C@@H:13]1[O:14][CH2:15][C@:7]2([C:4]3[S:5][CH:6]=[C:2]([NH:18][C:17](=[O:24])[O:19][C:20]([CH3:23])([CH3:22])[CH3:21])[N:3]=3)[NH:8][O:9][CH2:10][C@@H:11]2[CH2:12]1 |f:2.3.4.5,7.8.9.10.11|. Procedure: Degassed toluene (48 mL) was added to a mixture of C3 (6.01 g, 19.7 mmol), tert-butyl carbamate (3.45 g, 29.4 mmol), and powdered potassium phosphate (12.6 g, 59.4 mmol), and the mixture was degassed with a stream of nitrogen. In a separate vessel, tris(dibenzylideneacetone)dipalladium(0) (97%, 1.86 g, 1.97 mmol) and di-tert-butyl[2′,4′,6′-tri(propan-2-yl)biphenyl-2-yl]phosphane (98%, 428 mg, 0.99 mmol) were combined with degassed toluene (6 mL) and heated at 100° C. for 2 minutes with stirring;...